Dataset: the Open Reaction Database (ORD), a public repository of structured organic reaction records. Task: describe an organic reaction: reactants, conditions, products, and yield Reactants: CCOC(=O)N1CCc2c(nc3ccccc3c2C)C(O)C1, CI, [H-], [Na+], [Na], C1CCOC1. Yields the product CCOC(=O)N1CCc2c(nc3ccccc3c2C)C(OC)C1. As a reaction SMILES: [CH2:1]([CH3:2])[O:3][C:4](=[O:5])[N:6]1[CH2:7][CH:8]([OH:22])[c:9]2[n:10][c:11]3[cH:12][cH:13][cH:14][cH:15][c:16]3[c:17]([CH3:21])[c:18]2[CH2:19][CH2:20]1.[CH3:26][I:27].[H-:24].[Na+:25].[Na:23].[O:28]1[CH2:29][CH2:30][CH2:31][CH2:32]1>>[CH2:1]([CH3:2])[O:3][C:4](=[O:5])[N:6]1[CH2:7][CH:8]([O:22][CH3:26])[c:9]2[n:10][c:11]3[cH:12][cH:13][cH:14][cH:15][c:16]3[c:17]([CH3:21])[c:18]2[CH2:19][CH2:20]1. Reactants: [N+](=O)([O-])C1=CC=CC=C1 (nitrobenzene), ClC1=CC=CC=2C(C3=C(C=CC=C3C(C12)=O)Cl)=O (1,5-bischloroanthraquinone), C1(CCCCC1)C1=CC=C(N)C=C1 (4-cyclohexylaniline), C(C)(=O)[O-].[Na+] (sodium acetate). The reagents and catalysts are C(C)(=O)[O-].[Cu+2].C(C)(=O)[O-] (copper acetate). The solvent is CO (methanol). Reaction conditions: time 2 hour. Yields the product C1(CCCCC1)C1=CC=C(C=C1)NC1=CC=CC=2C(C3=C(C=CC=C3C(C12)=O)NC1=CC=C(C=C1)C1CCCCC1)=O (1,5-bis(4-cyclohexylphenylamino)-anthraquinone). Reaction SMILES: Cl[C:2]1[C:15]2[C:14](=[O:16])[C:13]3[C:8](=[C:9](Cl)[CH:10]=[CH:11][CH:12]=3)[C:7](=[O:18])[C:6]=2[CH:5]=[CH:4][CH:3]=1.[CH:19]1([C:25]2[CH:31]=[CH:30][C:28]([NH2:29])=[CH:27][CH:26]=2)[CH2:24][CH2:23][CH2:22][CH2:21][CH2:20]1.[C:32]([O-])(=O)[CH3:33].[Na+].[N+:37]([C:40]1[CH:45]=[CH:44][CH:43]=[CH:42][CH:41]=1)([O-])=O>C([O-])(=O)C.[Cu+2].C([O-])(=O)C.CO>[CH:19]1([C:25]2[CH:26]=[CH:27][C:28]([NH:29][C:2]3[C:15]4[C:14](=[O:16])[C:13]5[C:8](=[C:9]([NH:37][C:40]6[CH:45]=[CH:44][C:43]([CH:32]7[CH2:33][CH2:4][CH2:3][CH2:2][CH2:15]7)=[CH:42][CH:41]=6)[CH:10]=[CH:11][CH:12]=5)[C:7](=[O:18])[C:6]=4[CH:5]=[CH:4][CH:3]=3)=[CH:30][CH:31]=2)[CH2:20][CH2:21][CH2:22][CH2:23][CH2:24]1 |f:2.3,5.6.7|. Procedure details: In a round bottom flask equipped with stirrer, thermometer, and nitrogen inlet is added 2.77 g (0.1M) 1,5-bischloroanthraquinone and 3.5 g (0.2M) of 4-cyclohexylaniline. 3.0 g anhydrous sodium acetate and 0.1 g anhydrous copper acetate are added as acid acceptor and reaction catalyst respectively. 50 g nitrobenzene are added and the stirred mass is heated to reflux under nitrogen atmosphere. The reaction is allowed to proceed for two hours at 185° C. Upon cooling, 50 g methanol is added and the ...